From a dataset of the Open Reaction Database (ORD), a public repository of structured organic reaction records. describe an organic reaction: reactants, conditions, products, and yield The reactants are BrC(C(=O)OCC)(F)F (ethyl bromodifluoroacetate), O=C1CCN(CC1)C(=O)OC(C)(C)C (tert-butyl 4-oxopiperidinecarboxylate), C(C)(=O)OCC (ethyl acetate), Cl (hydrochloric acid). The reagents and catalysts are [Zn] (zinc). Run in O1CCCC1 (tetrahydrofuran), O1CCCC1 (tetrahydrofuran). Product: C(C)OC(=O)C(C1(CCN(CC1)C(=O)OC(C)(C)C)O)(F)F (tert-butyl 4-(ethoxycarbonyldifluoromethyl)-4-hydroxypiperidinecarboxylate). RXN SMILES: Br[C:2]([F:9])([F:8])[C:3]([O:5][CH2:6][CH3:7])=[O:4].[O:10]=[C:11]1[CH2:16][CH2:15][N:14]([C:17]([O:19][C:20]([CH3:23])([CH3:22])[CH3:21])=[O:18])[CH2:13][CH2:12]1.C(OCC)(=O)C.Cl>O1CCCC1.[Zn]>[CH2:6]([O:5][C:3]([C:2]([F:9])([F:8])[C:11]1([OH:10])[CH2:12][CH2:13][N:14]([C:17]([O:19][C:20]([CH3:22])([CH3:21])[CH3:23])=[O:18])[CH2:15][CH2:16]1)=[O:4])[CH3:7]. Procedure: Powdered zinc (2.82 g, 0.043 mol) was suspended in tetrahydrofuran (50.0 mL) under flow of argon gas, and the suspension was mixed with ethyl bromodifluoroacetate (7.31 g, 0.036 mol) at room temperature, followed by stirring under reflux for five minutes. The mixture was further mixed with a solution of tert-butyl 4-oxopiperidinecarboxylate in tetrahydrofuran (3.00 mol/L, 10.0 mL, 0.030 mol), followed by stirring under reflux for two hours. After checking the completion of the reaction by thin l... Starting materials: Cc1sc2nc(-c3ccccn3)nc(Cl)c2c1Cl, NCc1ccc(Cl)c(Cl)c1. The product is Cc1sc2nc(-c3ccccn3)nc(NCc3ccc(Cl)c(Cl)c3)c2c1Cl. As a reaction SMILES: [Cl:11][c:12]1[c:13]2[c:14]([n:15][c:16](-[c:18]3[n:19][cH:20][cH:21][cH:22][cH:23]3)[n:17]1)[s:24][c:25]([CH3:28])[c:26]2[Cl:27].[Cl:1][c:2]1[cH:3][c:4]([CH2:5][NH2:6])[cH:7][cH:8][c:9]1[Cl:10]>>[Cl:1][c:2]1[cH:3][c:4]([CH2:5][NH:6][c:12]2[c:13]3[c:14]([n:15][c:16](-[c:18]4[n:19][cH:20][cH:21][cH:22][cH:23]4)[n:17]2)[s:24][c:25]([CH3:28])[c:26]3[Cl:27])[cH:7][cH:8][c:9]1[Cl:10]. Starting materials: ClC(CSCCNC(=NC)NC#N)C(C)=O (N-[2-(2-chloro-3-oxobutylthio)]ethyl-N'-cyano-N"-methyl-guanidine), O (water), ClOC(C)(C)C (t-butyl hypochlorite), O (water), C(C)(=O)OCC (ethyl acetate). The solvent is CO (methanol). Reaction conditions: temperature 0 celsius, time 1 hour. The product is C(#N)NC(=NC)NCCSCC(C(C)=O)(Cl)Cl (N-cyano-N'-[2-(2,2-dichloro-3-oxobutylthio)]ethyl-N"-methylguanidine). Isolated yield 16.2%. As a reaction SMILES: [Cl:1][CH:2]([C:14](=[O:16])[CH3:15])[CH2:3][S:4][CH2:5][CH2:6][NH:7][C:8]([NH:11][C:12]#[N:13])=[N:9][CH3:10].O.[Cl:18]OC(C)(C)C.C(OCC)(=O)C>CO>[C:12]([NH:11][C:8]([NH:7][CH2:6][CH2:5][S:4][CH2:3][C:2]([Cl:18])([Cl:1])[C:14](=[O:16])[CH3:15])=[N:9][CH3:10])#[N:13]. Procedure details: In 1 ml of methanol was dissolved 131 mg of N-[2-(2-chloro-3-oxobutylthio)]ethyl-N'-cyano-N"-methyl-guanidine, and the solution was cooled with water and 55 mg of t-butyl hypochlorite was added to the solution. The mixture was stirred at 0° C. for 1 hour and 1 ml of water and 15 ml of ethyl acetate were added to the reaction mixture. The ethyl acetate layer was recovered, dried with anhydrous sodium sulfate and concentrated under reduced pressure. The obtained residue was refined by silica gel c... The reactants are F[B-](F)(F)F, N#[N+]c1cc(C(=O)O)cc([N+](=O)[O-])c1C(=O)c1ccccc1, N#CS[Cu]SC#N, [K+], O, N#C[S-]. Product: N#CSc1cc(C(=O)O)cc([N+](=O)[O-])c1C(=O)c1ccccc1. Reaction SMILES: [B-:5]([F:6])([F:7])([F:8])[F:9].[C:10]([c:11]1[cH:12][cH:13][cH:14][cH:15][cH:16]1)(=[O:17])[c:18]1[c:19]([N+:30]#[N:31])[cH:20][c:21]([C:27](=[O:28])[OH:29])[cH:22][c:23]1[N+:24](=[O:25])[O-:26].[Cu:32]([S:33][C:34]#[N:35])[S:36][C:37]#[N:38].[K+:1].[OH2:39].[S-:2][C:3]#[N:4]>>[S:2]([C:3]#[N:4])[c:19]1[c:18]([C:10]([c:11]2[cH:12][cH:13][cH:14][cH:15][cH:16]2)=[O:17])[c:23]([N+:24](=[O:25])[O-:26])[cH:22][c:21]([C:27](=[O:28])[OH:29])[cH:20]1. Reactants: C(C1=CC=CC=C1)N1CCN(CC1)C1CCNCC1 (1-benzyl-4-piperidin-4-yl-piperazine), C(C)C=1C=C(C=CC1CC)C[C@H](C(=O)O)NC(=O)N1CCC(CC1)N1C(NC2=C(CC1)C=CC=C2)=O ((R)-3-(3,4-diethyl-phenyl)-2-{[4-(2-oxo-1,2,4,5-tetrahydro-1,3-benzodiazepin-3-yl)-piperidine-1-carbonyl]-amino}-propionic acid), CN(C)C(=[N+](C)C)ON1C2=C(C=CC=C2)N=N1.[B-](F)(F)(F)F (TBTU), C(C)N(C(C)C)C(C)C (ethyldiisopropylamine). Run in CN(C)C=O (DMF), CCOC(=O)C (EtOAc), C1CCOC1 (THF). Conditions: time 1 hour. The product is C(C)C=1C=C(C[C@H](C(N2CCC(CC2)N2CCNCC2)=O)NC(=O)N2CCC(CC2)N2C(NC3=C(CC2)C=CC=C3)=O)C=CC1CC (4-(2-oxo-1,2,4,5-tetrahydro-1,3-benzodiazepin-3-yl)-piperidine-1-carboxylic acid-[(R)-1-(3,4-diethyl-benzyl)-2-oxo-2-(4-piperazin-1-yl-piperidin-1-yl)-ethyl]-amide). Reaction SMILES: [CH2:1]([C:3]1[CH:4]=[C:5]([CH2:11][C@@H:12]([NH:16][C:17]([N:19]2[CH2:24][CH2:23][CH:22]([N:25]3[CH2:31][CH2:30][C:29]4[CH:32]=[CH:33][CH:34]=[CH:35][C:28]=4[NH:27][C:26]3=[O:36])[CH2:21][CH2:20]2)=[O:18])[C:13](O)=[O:14])[CH:6]=[CH:7][C:8]=1[CH2:9][CH3:10])[CH3:2].CN(C(ON1N=NC2C=CC=CC1=2)=[N+](C)C)C.[B-](F)(F)(F)F.C(N(C(C)C)C(C)C)C.C([N:75]1[CH2:80][CH2:79][N:78]([CH:81]2[CH2:86][CH2:85][NH:84][CH2:83][CH2:82]2)[CH2:77][CH2:76]1)C1C=CC=CC=1>CCOC(C)=O.CN(C=O)C.C1COCC1>[CH2:1]([C:3]1[CH:4]=[C:5]([CH:6]=[CH:7][C:8]=1[CH2:9][CH3:10])[CH2:11][C@@H:12]([NH:16][C:17]([N:19]1[CH2:20][CH2:21][CH:22]([N:25]2[CH2:31][CH2:30][C:29]3[CH:32]=[CH:33][CH:34]=[CH:35][C:28]=3[NH:27][C:26]2=[O:36])[CH2:23][CH2:24]1)=[O:18])[C:13](=[O:14])[N:84]1[CH2:85][CH2:86][CH:81]([N:78]2[CH2:79][CH2:80][NH:75][CH2:76][CH2:77]2)[CH2:82][CH2:83]1)[CH3:2] |f:1.2|. Procedure details: A mixture of 500 mg (1.02 mmol) (R)-3-(3,4-diethyl-phenyl)-2-{[4-(2-oxo-1,2,4,5-tetrahydro-1,3-benzodiazepin-3-yl)-piperidine-1-carbonyl]-amino}-propionic acid, 320 mg (1.09 mmol) TBTU, 0.22 mL (0.97 mmol) ethyldiisopropylamine and 45 mL THF was stirred for 1 h at RT, then combined with 310 mg (1.20 mmol) 1-benzyl-4-piperidin-4-yl-piperazine and 5 mL DMF and stirred overnight. The reaction mixture was diluted by the addition of 30 mL EtOAc, extracted with 30 mL of a 15% K2CO3 solution and the or... Starting materials: C(C=C)OCC1=CC=C(C=C1)O (p-allyloxymethyl-phenol), C(C)O (ethanol), ClCC(CNCCC1=CC(=C(C=C1)OC)OC)O (1-chloro-3-[2-(3,4-dimethoxyphenyl)-ethylamino]-propan-2-ol), [OH-].[Na+] (sodium hydroxide). Solvent: O (water). Product: Cl.C(C=C)OCC1=CC=C(OCC(CNCCC2=CC(=C(C=C2)OC)OC)O)C=C1 (1-(p-allyloxymethylphenoxy)-3-[2-(3,4-dimethoxyphenyl)-ethylamino]-propan-2-ol, hydrochloride). RXN SMILES: [CH2:1]([O:4][CH2:5][C:6]1[CH:11]=[CH:10][C:9]([OH:12])=[CH:8][CH:7]=1)[CH:2]=[CH2:3].[Cl:13][CH2:14][CH:15]([OH:30])[CH2:16][NH:17][CH2:18][CH2:19][C:20]1[CH:25]=[CH:24][C:23]([O:26][CH3:27])=[C:22]([O:28][CH3:29])[CH:21]=1.[OH-].[Na+].C(O)C>O>[ClH:13].[CH2:1]([O:4][CH2:5][C:6]1[CH:7]=[CH:8][C:9]([O:12][CH2:14][CH:15]([OH:30])[CH2:16][NH:17][CH2:18][CH2:19][C:20]2[CH:25]=[CH:24][C:23]([O:26][CH3:27])=[C:22]([O:28][CH3:29])[CH:21]=2)=[CH:10][CH:11]=1)[CH:2]=[CH2:3] |f:2.3,6.7|. Procedure: A mixture of 16.4 g. of p-allyloxymethyl-phenol, 27.4 g. of 1-chloro-3-[2-(3,4-dimethoxyphenyl)-ethylamino]-propan-2-ol [obtainable from epichlorohydrin and 2-(3,4-dimethoxyphenyl)-ethylamine], 8 g. of sodium hydroxide, 400 ml. of ethanol and 20 ml. of water was heated to 100° for 10 hours. The mixture was evaporated to dryness, the residue treated with dilute hydrochloric acid and ethyl acetate and separated and the aqueous phase rendered alkaline with sodium hydroxide solution and worked up in...